Dataset: the Open Reaction Database (ORD), a public repository of structured organic reaction records. Task: describe an organic reaction: reactants, conditions, products, and yield Reactants: C(C)OC(=O)COC1=C2CCCC(C2=CC=C1)COC(=O)NN(C1=CC=CC=C1)C1=CC=CC=C1 (2-[(5-ethoxycarbonylmethoxy-1,2,3,4-tetrahydro-1-naphthyl)methoxycarbonyl]-1,1-diphenylhydrazine), [OH-].[Na+] (sodium hydroxide). The solvent is O1CCOCC1 (dioxane). Yields the product C(=O)(O)COC1=C2CCCC(C2=CC=C1)COC(=O)NN(C1=CC=CC=C1)C1=CC=CC=C1 (2-[(5-carboxymethoxy-1,2,3,4-tetrahydro-1-naphthyl)-methoxycarbonyl]-1,1-diphenylhydrazine). Yield: 50.0%. As a reaction SMILES: C([O:3][C:4]([CH2:6][O:7][C:8]1[CH:17]=[CH:16][CH:15]=[C:14]2[C:9]=1[CH2:10][CH2:11][CH2:12][CH:13]2[CH2:18][O:19][C:20]([NH:22][N:23]([C:30]1[CH:35]=[CH:34][CH:33]=[CH:32][CH:31]=1)[C:24]1[CH:29]=[CH:28][CH:27]=[CH:26][CH:25]=1)=[O:21])=[O:5])C.[OH-].[Na+]>O1CCOCC1>[C:4]([CH2:6][O:7][C:8]1[CH:17]=[CH:16][CH:15]=[C:14]2[C:9]=1[CH2:10][CH2:11][CH2:12][CH:13]2[CH2:18][O:19][C:20]([NH:22][N:23]([C:30]1[CH:35]=[CH:34][CH:33]=[CH:32][CH:31]=1)[C:24]1[CH:25]=[CH:26][CH:27]=[CH:28][CH:29]=1)=[O:21])([OH:5])=[O:3] |f:1.2|. Procedure details: A solution of 2-[(5-ethoxycarbonylmethoxy-1,2,3,4-tetrahydro-1-naphthyl)methoxycarbonyl]-1,1-diphenylhydrazine (0.17 g) and 1N-aqueous sodium hydroxide (1 ml) in dioxane (1.5 ml) was stirred at room temperature for 30 minutes and partitioned between 5% hydrochloric acid and ethyl acetate. The organic layer was washed with brine, dried over sodium sulfate, and evaporated in vacuo. The residue was washed with isopropanol to afford 2-[(5-carboxymethoxy-1,2,3,4-tetrahydro-1-naphthyl)-methoxycarbonyl... The reactants are C(CC(C)C)(=O)O (isovaleric acid), Cl.C(C(C)C)OC([C@@H](NC([C@@H](N)CC1=CC=CC=C1)=O)C)=O (N-(L-phenylalaninyl)-L-alanine iso-butyl ester hydrochloride), C(=O)(OC(C)(C)C)N[C@@H](CC1=CC=CC=C1)C(=O)O (N-BOC-L-phenylalanine), Cl.C(C(C)C)OC([C@@H](N)C)=O (L-alanine iso-butyl ester hydrochloride). Solvent: CO.C(Cl)(Cl)Cl (MeOH CHCl3). Product: C(C(C)C)OC([C@@H](NC([C@@H](NC(CC(C)C)=O)CC1=CC=CC=C1)=O)C)=O (N-[N-(Isovaleryl)-L-phenylalaninyl]-L-alanine iso-butyl Ester). As a reaction SMILES: [C:1]([OH:7])(=O)[CH2:2][CH:3]([CH3:5])[CH3:4].Cl.[CH2:9]([O:13][C:14](=[O:29])[C@H:15]([CH3:28])[NH:16][C:17](=[O:27])[C@H:18]([CH2:20][C:21]1[CH:26]=[CH:25][CH:24]=[CH:23][CH:22]=1)[NH2:19])[CH:10]([CH3:12])[CH3:11].C(N[C@H](C(O)=O)CC1C=CC=CC=1)(OC(C)(C)C)=O.Cl.C(OC(=O)[C@H](C)N)C(C)C>CO.C(Cl)(Cl)Cl>[CH2:9]([O:13][C:14](=[O:29])[C@H:15]([CH3:28])[NH:16][C:17](=[O:27])[C@H:18]([CH2:20][C:21]1[CH:22]=[CH:23][CH:24]=[CH:25][CH:26]=1)[NH:19][C:1](=[O:7])[CH2:2][CH:3]([CH3:5])[CH3:4])[CH:10]([CH3:12])[CH3:11] |f:1.2,4.5,6.7|. Procedure details: Following General Procedure C and using isovaleric acid (Aldrich) and N-(L-phenylalaninyl)-L-alanine iso-butyl ester hydrochloride (prepared from N-BOC-L-phenylalanine (Sigma) and L-alanine iso-butyl ester hydrochloride (prepared as described in Example 83A above) using General Procedure C, followed by removal of the BOC-group using General Procedure P), the title compound was prepared as a solid (mp=135-138° C.). The reaction was monitored by tlc (Rf=0.3 in 3% MeOH/CHCl3) and the product was pu... The reactants are C(C1=CC=CC=C1)(=O)OC(C)(C)C1=NC=CC2=CC=CC=C12 (1-(1-benzoyloxy-1-methylethyl)-isoquinoline), [H][H] (hydrogen). The reagents and catalysts are [C].[Pd] (palladium-carbon). Solvent: C(C)O (ethanol). Reaction conditions: time 24 hour. Yields the product C(C)(C)C1=NC=CC2=CC=CC=C12 (1-isopropylisoquinoline). Yield: 68.1%. RXN SMILES: C(O[C:10]([C:13]1[C:22]2[C:17](=[CH:18][CH:19]=[CH:20][CH:21]=2)[CH:16]=[CH:15][N:14]=1)([CH3:12])[CH3:11])(=O)C1C=CC=CC=1.[H][H]>C(O)C.[C].[Pd]>[CH:10]([C:13]1[C:22]2[C:17](=[CH:18][CH:19]=[CH:20][CH:21]=2)[CH:16]=[CH:15][N:14]=1)([CH3:12])[CH3:11] |f:3.4|. Procedure: (a-2-2) Ten grams of 1-(1-benzoyloxy-1-methylethyl)-isoquinoline was dissolved in 100 ml of ethanol, and 2 g of 10% palladium-carbon was dissolved. The mixture was stirred in a stream of hydrogen at room temperature and atmospheric pressure for 24 hours. The reaction mixture was filtered through Celite, and the solvent was distilled off. Distillation under reduced pressure afforded 4.0 g of 1-isopropylisoquinoline. (b) A mixture of 9.4 g of 1-isopropylisoquinoline and 12 g of N-hydroxymethyl dic... The reactants are CCNC(=O)Nc1nc2ccc(C(=O)OCC)cc2s1, C1CCOC1, CC#N, C[Si](C)(C)[N-][Si](C)(C)C, [Li+], CN(C)C=O. Product: CCNC(=O)Nc1nc2ccc(C(=O)CC#N)cc2s1. RXN SMILES: [CH2:1]([O:2][C:4](=[O:5])[c:6]1[cH:7][c:8]2[c:9]([n:10][c:11]([NH:13][C:14](=[O:15])[NH:16][CH2:17][CH3:18])[s:12]2)[cH:19][cH:20]1)[CH3:3].[CH2:34]1[O:35][CH2:36][CH2:37][CH2:38]1.[CH3:21][C:22]#[N:23].[CH3:25][Si:26]([N-:27][Si:28]([CH3:29])([CH3:30])[CH3:31])([CH3:32])[CH3:33].[Li+:24].[O:39]=[CH:40][N:41]([CH3:42])[CH3:43]>>[C:4](=[O:5])([c:6]1[cH:7][c:8]2[c:9]([n:10][c:11]([NH:13][C:14](=[O:15])[NH:16][CH2:17][CH3:18])[s:12]2)[cH:19][cH:20]1)[CH2:21][C:22]#[N:23]. Reactants: C1CCOC1, CCOC(=O)C(C)(C)Oc1ccc(Cl)cc1C1CC(=O)NC(c2cc(Cl)ccc2OC)C12C(=O)Nc1cc(Cl)ccc12, [Na+], [OH-], O. Yields the product COc1ccc(Cl)cc1C1NC(=O)CC(c2cc(Cl)ccc2OC(C)(C)C(=O)O)C12C(=O)Nc1cc(Cl)ccc12. RXN SMILES: [CH2:46]1[O:47][CH2:48][CH2:49][CH2:50]1.[Cl:1][c:2]1[cH:3][cH:4][c:5]2[c:9]([cH:10]1)[NH:8][C:7](=[O:11])[C:6]21[CH:12]([c:34]2[c:35]([O:41][CH3:42])[cH:36][cH:37][c:38]([Cl:40])[cH:39]2)[NH:13][C:14](=[O:33])[CH2:15][CH:16]1[c:17]1[c:18]([O:24][C:25]([CH3:26])([CH3:27])[C:28](=[O:29])[O:30][CH2:31][CH3:32])[cH:19][cH:20][c:21]([Cl:23])[cH:22]1.[Na+:44].[OH-:43].[OH2:45]>>[Cl:1][c:2]1[cH:3][cH:4][c:5]2[c:9]([cH:10]1)[NH:8][C:7](=[O:11])[C:6]21[CH:12]([c:34]2[c:35]([O:41][CH3:42])[cH:36][cH:37][c:38]([Cl:40])[cH:39]2)[NH:13][C:14](=[O:33])[CH2:15][CH:16]1[c:17]1[c:18]([O:24][C:25]([CH3:26])([CH3:27])[C:28](=[O:29])[OH:30])[cH:19][cH:20][c:21]([Cl:23])[cH:22]1.